Dataset: the Open Reaction Database (ORD), a public repository of structured organic reaction records. Task: describe an organic reaction: reactants, conditions, products, and yield Reactants: ClC1=C(C=C(C=C1N1C[C@H]2OCCN[C@@H]2CC1)C#N)NC1=NN2C(C(=N1)NCC)=NC=C2C#N ((+/−)-2-((2-chloro-5-cyano-3-((4aR,8aR)-hexahydro-1H-pyrido[3,4-b][1,4]oxazin-6(7H)-yl)phenyl)amino)-4-(ethylamino)imidazo[2,1-f][1,2,4]triazine-7-carbonitrile), C(OC)(OC)OC (trimethyl orthoformate), CC(=O)O (AcOH), C=O (formaldehyde). The solvent is CO (MeOH), C1CCOC1 (THF), CCOC(=O)C (EtOAc). Conditions: temperature 25 celsius, time 5 minute. The product is ClC1=C(C=C(C=C1N1C[C@H]2OCCN([C@@H]2CC1)C)C#N)NC1=NN2C(C(=N1)NCC)=NC=C2C#N ((+/−)-2-((2-chloro-5-cyano-3-((4aR,8aR)-1-methylhexahydro-1H-pyrido[3,4-b][1,4]oxazin-6(7H)-yl)phenyl)amino)-4-(ethylamino)imidazo[2,1-f][1,2,4]triazine-7-carbonitrile). Isolated yield 91.7%. As a reaction SMILES: [Cl:1][C:2]1[C:7]([N:8]2[CH2:17][CH2:16][C@@H:15]3[C@H:10]([O:11][CH2:12][CH2:13][NH:14]3)[CH2:9]2)=[CH:6][C:5]([C:18]#[N:19])=[CH:4][C:3]=1[NH:20][C:21]1[N:26]=[C:25]([NH:27][CH2:28][CH3:29])[C:24]2=[N:30][CH:31]=[C:32]([C:33]#[N:34])[N:23]2[N:22]=1.[CH:35](OC)(OC)OC.CC(O)=O.C=O>CO.CCOC(C)=O.C1COCC1>[Cl:1][C:2]1[C:7]([N:8]2[CH2:17][CH2:16][C@@H:15]3[C@H:10]([O:11][CH2:12][CH2:13][N:14]3[CH3:35])[CH2:9]2)=[CH:6][C:5]([C:18]#[N:19])=[CH:4][C:3]=1[NH:20][C:21]1[N:26]=[C:25]([NH:27][CH2:28][CH3:29])[C:24]2=[N:30][CH:31]=[C:32]([C:33]#[N:34])[N:23]2[N:22]=1. Procedure details: (+/−)-2-((2-chloro-5-cyano-3-((4aR,8aR)-hexahydro-1H-pyrido[3,4-b][1,4]oxazin-6(7H)-yl)phenyl)amino)-4-(ethylamino)imidazo[2,1-f][1,2,4]triazine-7-carbonitrile (Example 371)(13 mg, 0.027 mmol) was taken up in MeOH (0.5 mL) and THF (0.5 mL) and trimethyl orthoformate (0.225 mL, 2.036 mmol), AcOH (6.22 μl, 0.109 mmol), and formaldehyde (2.492 μl, 0.027 mmol) were added. The reaction was stirred at 25° C. for 5 min, then NaCNBH4 (0.271 mL, 0.271 mmol) was added and the reaction stirred at 25° C. 1 ... The reactants are S(O)(O)(=O)=O (sulfuric acid), NCCC#N (beta-amino propionitrile), [OH-].[K+] (potassium hydroxide), [K] (potassium), NCCC(=O)O (beta alanine). The product is NCCC(=O)O (beta alanine), S(=O)(=O)([O-])[O-].[K+].[K+] (potassium sulfate). Reaction SMILES: NCCC#N.[OH-].[K+:7].[S:8](=[O:12])(=[O:11])([OH:10])[OH:9].[K].[NH2:14][CH2:15][CH2:16][C:17]([OH:19])=[O:18]>>[NH2:14][CH2:15][CH2:16][C:17]([OH:19])=[O:18].[S:8]([O-:12])([O-:11])(=[O:10])=[O:9].[K+:7].[K+:7] |f:1.2,7.8.9,^1:12|. Procedure details: Briefly the instant process is based on the discovery that the hydrolysis of beta-amino propionitrile with aqueous potassium hydroxide followed by sulfuric acid conversion of the potassium salt of beta alanine produces free beta alanine and insoluble potassium sulfate, the entrained portions of which, amounting to about 10% by weight, do not interfere with the subsequent conversion to calcium beta alanate, provided essentially anhydrous conditions are maintained. And, quite unexpectedly the pres... RXN SMILES: [CH3:24][S:25]([CH3:26])=[O:27].[Cl-:23].[Cl:1][c:2]1[c:3]([CH2:4][CH:5]([C:6](=[O:7])[O:8][CH2:9][CH3:10])[C:11]([O:12][CH2:13][CH3:14])=[O:15])[cH:16][cH:17][c:18]([C:20]#[N:21])[cH:19]1.[Na+:22].[OH2:28]>>[Cl:1][c:2]1[c:3]([CH2:4][CH2:5][C:6](=[O:7])[O:8][CH2:9][CH3:10])[cH:16][cH:17][c:18]([C:20]#[N:21])[cH:19]1. Reactants: CS(C)=O, [Cl-], CCOC(=O)C(Cc1ccc(C#N)cc1Cl)C(=O)OCC, [Na+], O. Product: CCOC(=O)CCc1ccc(C#N)cc1Cl. Starting materials: FC1=CC=C(C=C1)CCN(S(=O)(=O)C=1C2=C(SC1)C(C(CC2)Br)=O)C (6-bromo-7-oxo-4,5,6,7-tetrahydrobenzo[b]thiophene-3-sulfonic acid [2-(4-fluorophenyl)ethyl]-methyl-amide), C(C)(=O)[O-].[K+] (potassium acetate). Run in CS(=O)C (dimethylsulfoxide). Conditions: time 30 minute. Product: FC1=CC=C(C=C1)CCN(S(=O)(=O)C=1C2=C(SC1)C(C(CC2)OC(C)=O)=O)C (6-Acetoxy-7-oxo-4,5,6,7-tetrahydrobenzo[b]thiophene-3-sulfonic acid[2-(4-fluorophenyl)ethyl]-methyl-amide). Yield: 85.3%. As a reaction SMILES: [F:1][C:2]1[CH:7]=[CH:6][C:5]([CH2:8][CH2:9][N:10]([CH3:25])[S:11]([C:14]2[C:15]3[CH2:22][CH2:21][CH:20](Br)[C:19](=[O:24])[C:16]=3[S:17][CH:18]=2)(=[O:13])=[O:12])=[CH:4][CH:3]=1.[C:26]([O-:29])(=[O:28])[CH3:27].[K+]>CS(C)=O>[F:1][C:2]1[CH:7]=[CH:6][C:5]([CH2:8][CH2:9][N:10]([CH3:25])[S:11]([C:14]2[C:15]3[CH2:22][CH2:21][CH:20]([O:29][C:26](=[O:28])[CH3:27])[C:19](=[O:24])[C:16]=3[S:17][CH:18]=2)(=[O:13])=[O:12])=[CH:4][CH:3]=1 |f:1.2|. Procedure details: To a solution of 6-bromo-7-oxo-4,5,6,7-tetrahydrobenzo[b]thiophene-3-sulfonic acid [2-(4-fluorophenyl)ethyl]-methyl-amide (246 mg) in dimethylsulfoxide (2 mL) was added potassium acetate (108 mg). After stirring for 30 minutes, the solution was diluted with, and extracted with ethyl acetate. After drying the organic layer with anhydrous sodium sulfate, the solvent was removed by evaporation to provide the title compound (200 mg) as a yellow oily substance. Starting materials: C=C(c1ccccc1)c1cccc(C(=NOCc2ccc(OCc3nc(-c4ccccc4)oc3C)cc2)C(=O)OCC)c1, Cl, [Na+], C1CCOC1, [OH-]. Yields the product C=C(c1ccccc1)c1cccc(C(=NOCc2ccc(OCc3nc(-c4ccccc4)oc3C)cc2)C(=O)O)c1. As a reaction SMILES: [CH3:3][c:4]1[c:5]([CH2:15][O:16][c:17]2[cH:18][cH:19][c:20]([CH2:21][O:22][N:23]=[C:24]([C:25](=[O:26])[O:27][CH2:28][CH3:29])[c:30]3[cH:31][c:32]([C:36](=[CH2:37])[c:38]4[cH:39][cH:40][cH:41][cH:42][cH:43]4)[cH:33][cH:34][cH:35]3)[cH:44][cH:45]2)[n:6][c:7](-[c:9]2[cH:10][cH:11][cH:12][cH:13][cH:14]2)[o:8]1.[ClH:46].[Na+:2].[O:47]1[CH2:48][CH2:49][CH2:50][CH2:51]1.[OH-:1]>>[CH3:3][c:4]1[c:5]([CH2:15][O:16][c:17]2[cH:18][cH:19][c:20]([CH2:21][O:22][N:23]=[C:24]([C:25](=[O:26])[OH:27])[c:30]3[cH:31][c:32]([C:36](=[CH2:37])[c:38]4[cH:39][cH:40][cH:41][cH:42][cH:43]4)[cH:33][cH:34][cH:35]3)[cH:44][cH:45]2)[n:6][c:7](-[c:9]2[cH:10][cH:11][cH:12][cH:13][cH:14]2)[o:8]1. Reactants: C[Si](C)(C)C=[N+]=[N-] ((Trimethylsilyl)diazomethane), C(C)(C)(C)OC(=O)N[C@H]1C=2N(C[C@@H](CC1)C1=C(C(=CC=C1)F)F)C(=CN2)C(=O)O ((6S,9R)-9-[(tert-butoxycarbonyl)amino]-6-(2,3-difluorophenyl)-6,7,8,9-tetrahydro-5H-imidazo[1,2-a]azepine-3-carboxylic acid), C[Si](C)(C)C=[N+]=[N-] ((trimethylsilyl)diazomethane). Solvent: ClCCl (dichloromethane), CO (methanol). Conditions: time 1 hour. The product is C(C)(C)(C)OC(=O)N[C@H]1C=2N(C[C@@H](CC1)C1=C(C(=CC=C1)F)F)C(=CN2)C(=O)OC (Methyl (6S,9R)-9-[(tert-butoxycarbonyl)amino]-6-(2,3-difluorophenyl)-6,7,8,9-tetrahydro-5H-imidazo[1,2-a]azepine-3-carboxylate). As a reaction SMILES: [CH3:1][Si](C=[N+]=[N-])(C)C.[C:8]([O:12][C:13]([NH:15][C@@H:16]1[CH2:22][CH2:21][C@@H:20]([C:23]2[CH:28]=[CH:27][CH:26]=[C:25]([F:29])[C:24]=2[F:30])[CH2:19][N:18]2[C:31]([C:34]([OH:36])=[O:35])=[CH:32][N:33]=[C:17]12)=[O:14])([CH3:11])([CH3:10])[CH3:9]>ClCCl.CO>[C:8]([O:12][C:13]([NH:15][C@@H:16]1[CH2:22][CH2:21][C@@H:20]([C:23]2[CH:28]=[CH:27][CH:26]=[C:25]([F:29])[C:24]=2[F:30])[CH2:19][N:18]2[C:31]([C:34]([O:36][CH3:1])=[O:35])=[CH:32][N:33]=[C:17]12)=[O:14])([CH3:11])([CH3:9])[CH3:10]. Procedure details: (Trimethylsilyl)diazomethane (2.0 M in ether; 173 μL, 0.35 mmol) was added to a solution of (6S,9R)-9-[(tert-butoxycarbonyl)amino]-6-(2,3-difluorophenyl)-6,7,8,9-tetrahydro-5H-imidazo[1,2-a]azepine-3-carboxylic acid (47 mg, 0.12 mmol) in dichloromethane (1.5 mL) and methanol (0.5 mL). After 1 h, additional (trimethylsilyl)diazomethane (2.0 M in diethyl ether; 50 μL, 0.10 mmol) was added. After 4 h, the reaction mixture was concentrated. MS 422.2 (M+1). Reported procedure: The title compound was prepared according to the procedure described in EXAMPLE 397, starting from 2-[(S)-1-Phenylethylamino]-4-[5-iodobenzimidazol-1-yl]pyrimidine and 4-cyanophenyl boronic acid. Mass spectrum (ESI) 417.2 (M+1). Reactants: C1(=CC=CC=C1)[C@H](C)NC1=NC=CC(=N1)N1C=NC2=C1C=CC(=C2)I (2-[(S)-1-Phenylethylamino]-4-[5-iodobenzimidazol-1-yl]pyrimidine), C(#N)C1=CC=C(C=C1)B(O)O (4-cyanophenyl boronic acid). As a reaction SMILES: [C:1]1([C@@H:7]([NH:9][C:10]2[N:15]=[C:14]([N:16]3[C:20]4[CH:21]=[CH:22][C:23](I)=[CH:24][C:19]=4[N:18]=[CH:17]3)[CH:13]=[CH:12][N:11]=2)[CH3:8])[CH:6]=[CH:5][CH:4]=[CH:3][CH:2]=1.[C:26]([C:28]1[CH:33]=[CH:32][C:31](B(O)O)=[CH:30][CH:29]=1)#[N:27]>>[C:1]1([C@@H:7]([NH:9][C:10]2[N:15]=[C:14]([N:16]3[C:20]4[CH:21]=[CH:22][C:23]([C:31]5[CH:32]=[CH:33][C:28]([C:26]#[N:27])=[CH:29][CH:30]=5)=[CH:24][C:19]=4[N:18]=[CH:17]3)[CH:13]=[CH:12][N:11]=2)[CH3:8])[CH:6]=[CH:5][CH:4]=[CH:3][CH:2]=1. The product is C1(=CC=CC=C1)[C@H](C)NC1=NC=CC(=N1)N1C=NC2=C1C=CC(=C2)C2=CC=C(C=C2)C#N (2-[(S)-1-Phenylethylamino]-4-[5-(4-cyanophenyl)benzimidazol-1-yl]pyrimidine). Reactants: FC1=CC=CC(=C1CC#N)[N+](=O)[O-] (6-Fluoro-2-nitrobenzyl cyanide), CO.O (MeOH H2O). Yields the product FC1=C2CC(NC2=CC=C1)=O (1,3-dihydro4-fluoro-2H-indol-2-one). Reaction SMILES: [F:1][C:2]1[C:7]([CH2:8][C:9]#N)=[C:6]([N+:11]([O-])=O)[CH:5]=[CH:4][CH:3]=1.C[OH:15].O>>[F:1][C:2]1[CH:3]=[CH:4][CH:5]=[C:6]2[C:7]=1[CH2:8][C:9](=[O:15])[NH:11]2 |f:1.2|. Reported procedure: 6-Fluoro-2-nitrobenzyl cyanide (23.10 g, 0.12 mole) (prepared according to A. Kalir et. al., Synthesis, 1987, 514-515) was dissolved in 10:1 MeOH/H2O (250 mL) and the solution was chilled in an ice water bath. HBr gas was bubbled into the cold mixture for 75 min. The solution was allowed to warm up to r.t. and then concentrated to half its volume under reduced pressure. THF (100 mL), water (100 mL) and conc. HCl (6 mL) were successively added at r.t. and stirring was maintained for 75 min. The m... Starting materials: B.CSC (Borane dimethylsulfide), O=C1NC2=C(S(C1CC(=O)O)(=O)=O)SC(=C2)S(N)(=O)=O ((2,3-dihydro-2,4,4-trioxo-6-sulfamoyl-1H-thieno-[2,3-b][1,4]thiazin-3-yl)acetic acid), CO (Methanol). Run in C(OC)COC (dimethoxyethane). Conditions: time 24 hour. Yields the product OCCC1CNC2=C(S1(=O)=O)SC(=C2)S(N)(=O)=O (3-(2-hydroxyethyl)-2,3-dihydro-4,4-dioxo-6-sulfamoyl-1H-thieno[2,3-b][1,4]thiazine). As a reaction SMILES: B.CSC.O=[C:6]1[CH:11]([CH2:12][C:13](O)=[O:14])[S:10](=[O:17])(=[O:16])[C:9]2[S:18][C:19]([S:21](=[O:24])(=[O:23])[NH2:22])=[CH:20][C:8]=2[NH:7]1.CO>C(COC)OC>[OH:14][CH2:13][CH2:12][CH:11]1[S:10](=[O:16])(=[O:17])[C:9]2[S:18][C:19]([S:21](=[O:23])(=[O:24])[NH2:22])=[CH:20][C:8]=2[NH:7][CH2:6]1 |f:0.1|. Reported procedure: Borane-dimethylsulfide (9.5 ml, 10M, 95 mmol) was added to a solution of (2,3-dihydro-2,4,4-trioxo-6-sulfamoyl-1H-thieno-[2,3-b][1,4]thiazin-3-yl)acetic acid (3.25 g, 9.5 mmol) in dimethoxyethane (325 ml) and the resulting solution was heated under reflux for 24 hours. Methanol (100 ml) was added to the cooled reaction mixture, and after stirring for an additional 24 hours, the mixture was evaporated to a thick oil. The oil was partitioned between water and ethyl acetate and the organic layer wa... The reactants are solution, C(C)(C)(C)OC(=O)N1CCC(CC1)CCN1CCN(CC1)C1=CC(=CC=C1)C(=O)O (4-{2-[4-(3-carboxyphenyl)piperazin-1-yl]ethyl}piperidine-1-carboxylic acid tert-butyl ester), [OH-].[Na+] (sodium hydroxide). Solvent: O1CCCC1 (tetrahydrofuran), O1CCCC1 (tetrahydrofuran). The product is C(C)(C)(C)OC(=O)N1CCC(CC1)CCN1CCN(CC1)C1=CC(=CC=C1)CO (4-{2-[4-(3-hydroxymethylphenyl)piperazin-1-yl]ethyl}piperidine-1-carboxylic acid tert-butyl ester). Yield: 69.0%. RXN SMILES: [C:1]([O:5][C:6]([N:8]1[CH2:13][CH2:12][CH:11]([CH2:14][CH2:15][N:16]2[CH2:21][CH2:20][N:19]([C:22]3[CH:27]=[CH:26][CH:25]=[C:24]([C:28](O)=[O:29])[CH:23]=3)[CH2:18][CH2:17]2)[CH2:10][CH2:9]1)=[O:7])([CH3:4])([CH3:3])[CH3:2].[OH-].[Na+]>O1CCCC1>[C:1]([O:5][C:6]([N:8]1[CH2:13][CH2:12][CH:11]([CH2:14][CH2:15][N:16]2[CH2:17][CH2:18][N:19]([C:22]3[CH:27]=[CH:26][CH:25]=[C:24]([CH2:28][OH:29])[CH:23]=3)[CH2:20][CH2:21]2)[CH2:10][CH2:9]1)=[O:7])([CH3:4])([CH3:2])[CH3:3] |f:1.2|. Procedure: A solution of 1.5 g (3.59 mmol) of 4-{2-[4-(3-carboxyphenyl)piperazin-1-yl]ethyl}piperidine-1-carboxylic acid tert-butyl ester in 20 mL of dry tetrahydrofuran is cooled to −10° C. under argon. An addition of 11 mL of a 1M solution of boranetetrahydrofuran complex in tetrahydrofuran is performed at −10° C. Stirring is maintained overnight at room temperature. The mixture is cooled to 0° C. and 12 mL of 1N aqueous sodium hydroxide solution are added. The product is extracted with ethyl acetate, wa...